This data is from the Open Reaction Database (ORD), a public repository of structured organic reaction records. The task is: describe an organic reaction: reactants, conditions, products, and yield Reactants: ClC1=C(C(=NC2=CC(=CC(=C12)F)F)C1=C(C=CC(=C1)OC(F)(F)F)SC)C (4-chloro-5,7-difluoro-3-methyl-2-(2-(methylthio)-5-(trifluoromethoxy)-phenyl)quinoline), C1CCOC1 (THF), OOS(=O)[O-].[K+] (Oxone). Solvent: O (water), O (water). Reaction conditions: time 16 hour. The product is ClC1=C(C(=NC2=CC(=CC(=C12)F)F)C1=C(C=CC(=C1)OC(F)(F)F)S(=O)(=O)C)C (4-chloro-5,7-difluoro-3-methyl-2-(2-(methylsulfonyl)-5-(trifluoromethoxy)phenyl)quinoline). As a reaction SMILES: [Cl:1][C:2]1[C:11]2[C:6](=[CH:7][C:8]([F:13])=[CH:9][C:10]=2[F:12])[N:5]=[C:4]([C:14]2[CH:19]=[C:18]([O:20][C:21]([F:24])([F:23])[F:22])[CH:17]=[CH:16][C:15]=2SC)[C:3]=1[CH3:27].O[O:29][S:30]([O-:32])=O.[K+].[CH2:34]1COCC1>O>[Cl:1][C:2]1[C:11]2[C:6](=[CH:7][C:8]([F:13])=[CH:9][C:10]=2[F:12])[N:5]=[C:4]([C:14]2[CH:19]=[C:18]([O:20][C:21]([F:22])([F:23])[F:24])[CH:17]=[CH:16][C:15]=2[S:30]([CH3:34])(=[O:32])=[O:29])[C:3]=1[CH3:27] |f:1.2|. Procedure: The 4-chloro-5,7-difluoro-3-methyl-2-(2-(methylthio)-5-(trifluoromethoxy)-phenyl)quinoline (560 mg, 1.30 mmol) was dissolved in a mixture of THF (10.0 mL) and water (3.3 mL). To the solution was added Oxone™ (2.1 g, 3.3 mmol) and the resulting slurry was stirred vigorously 16 h. The reaction mixture was added to 25 mL of water and stirred vigorously for 10 min and then filtered. The precipitate was dissolved in EtOAc and then dried over magnesium sulfate. The filtrate was cond to give 4-chloro-5... The reactants are ClCCl, O=C(O)C(F)(F)F, COC1(COc2cccc3ccc(-c4nnc5ccccn45)nc23)CCCN(C(=O)OC(C)(C)C)CC1. Yields the product COC1(COc2cccc3ccc(-c4nnc5ccccn45)nc23)CCCNCC1. As a reaction SMILES: [Cl:45][CH2:46][Cl:47].[OH:38][C:39]([C:40]([F:41])([F:42])[F:43])=[O:44].[n:1]1[n:2][c:3](-[c:10]2[n:11][c:12]3[c:13]([O:20][CH2:21][C:22]4([O:36][CH3:37])[CH2:23][CH2:24][N:25]([C:29]([O:30][C:31]([CH3:32])([CH3:33])[CH3:34])=[O:35])[CH2:26][CH2:27][CH2:28]4)[cH:14][cH:15][cH:16][c:17]3[cH:18][cH:19]2)[n:4]2[c:5]1[cH:6][cH:7][cH:8][cH:9]2>>[n:1]1[n:2][c:3](-[c:10]2[n:11][c:12]3[c:13]([O:20][CH2:21][C:22]4([O:36][CH3:37])[CH2:23][CH2:24][NH:25][CH2:26][CH2:27][CH2:28]4)[cH:14][cH:15][cH:16][c:17]3[cH:18][cH:19]2)[n:4]2[c:5]1[cH:6][cH:7][cH:8][cH:9]2. The reactants are COC1OC(COCc2ccccc2)C2OC12, OCCO, [F-], [Na+], O. The product is COC1OC(COCc2ccccc2)C(F)C1O. Reaction SMILES: [CH2:1]([c:2]1[cH:3][cH:4][cH:5][cH:6][cH:7]1)[O:8][CH2:9][CH:10]1[CH:11]2[O:12][CH:13]2[CH:14]([O:16][CH3:17])[O:15]1.[CH2:21]([OH:22])[CH2:23][OH:24].[F-:18].[Na+:19].[OH2:20]>>[CH2:1]([c:2]1[cH:3][cH:4][cH:5][cH:6][cH:7]1)[O:8][CH2:9][CH:10]1[CH:11]([F:18])[CH:13]([OH:12])[CH:14]([O:16][CH3:17])[O:15]1. Reactants: COc1cccc(C(=O)Cl)c1, CCN(C(C)C)C(C)C, CC(C)O, ClC(Cl)Cl, NC1CCN(Cc2ccc3c(c2)NC(=O)CC3)CC1, [Na+], O=C([O-])O. Product: COc1cccc(C(=O)NC2CCN(Cc3ccc4c(c3)NC(=O)CC4)CC2)c1. Reaction SMILES: [CH3:29][O:30][c:31]1[cH:32][c:33]([C:34](=[O:35])[Cl:36])[cH:37][cH:38][cH:39]1.[CH:20]([N:21]([CH2:22][CH3:23])[CH:24]([CH3:25])[CH3:26])([CH3:27])[CH3:28].[CH:45]([OH:46])([CH3:47])[CH3:48].[Cl:49][CH:50]([Cl:51])[Cl:52].[NH2:1][CH:2]1[CH2:3][CH2:4][N:5]([CH2:8][c:9]2[cH:10][cH:11][c:12]3[c:17]([cH:18]2)[NH:16][C:15](=[O:19])[CH2:14][CH2:13]3)[CH2:6][CH2:7]1.[Na+:44].[O-:40][C:41]([OH:42])=[O:43]>>[NH:1]([CH:2]1[CH2:3][CH2:4][N:5]([CH2:8][c:9]2[cH:10][cH:11][c:12]3[c:17]([cH:18]2)[NH:16][C:15](=[O:19])[CH2:14][CH2:13]3)[CH2:6][CH2:7]1)[C:34]([c:33]1[cH:32][c:31]([O:30][CH3:29])[cH:39][cH:38][cH:37]1)=[O:35]. Starting materials: CC(C)(C)[O-], Cc1ccccc1, O=C(C=Cc1ccccc1)C=Cc1ccccc1, O=C(C=Cc1ccccc1)C=Cc1ccccc1, COC(=O)c1cc2ccccc2cc1N1CCNCC1, CC(C)(C)OC(=O)N1CCNCC1, [Na+], [Pd]. The product is COC(=O)c1cc2ccccc2cc1N1CCN(C(=O)OC(C)(C)C)CC1. RXN SMILES: [CH3:34][C:35]([CH3:36])([O-:37])[CH3:38].[CH3:40][c:41]1[cH:42][cH:43][cH:44][cH:45][cH:46]1.[CH:48](=[CH:49][C:50]([CH:51]=[CH:52][c:53]1[cH:54][cH:55][cH:56][cH:57][cH:58]1)=[O:59])[c:60]1[cH:61][cH:62][cH:63][cH:64][cH:65]1.[CH:66](=[CH:67][C:68]([CH:69]=[CH:70][c:71]1[cH:72][cH:73][cH:74][cH:75][cH:76]1)=[O:77])[c:78]1[cH:79][cH:80][cH:81][cH:82][cH:83]1.[N:14]1([c:20]2[c:21]([C:30](=[O:31])[O:32][CH3:33])[cH:22][c:23]3[cH:24][cH:25][cH:26][cH:27][c:28]3[cH:29]2)[CH2:15][CH2:16][NH:17][CH2:18][CH2:19]1.[N:1]1([C:7](=[O:8])[O:9][C:10]([CH3:11])([CH3:12])[CH3:13])[CH2:2][CH2:3][NH:4][CH2:5][CH2:6]1.[Na+:39].[Pd:47]>>[N:1]1([C:7](=[O:8])[O:9][C:10]([CH3:11])([CH3:12])[CH3:13])[CH2:2][CH2:3][N:4]([c:20]2[c:21]([C:30](=[O:31])[O:32][CH3:33])[cH:22][c:23]3[cH:24][cH:25][cH:26][cH:27][c:28]3[cH:29]2)[CH2:5][CH2:6]1. Starting materials: COC(=O)C(=Cc1ccc(OCc2ccccc2)nc1)NC(=O)OCc1ccccc1, CO, Cc1ccccc1. Product: COC(=O)C(Cc1ccc(OCc2ccccc2)nc1)NC(=O)OCc1ccccc1. Reaction SMILES: [CH3:1][O:2][C:3]([C:4](=[CH:5][c:6]1[cH:7][n:8][c:9]([O:12][CH2:13][c:14]2[cH:15][cH:16][cH:17][cH:18][cH:19]2)[cH:10][cH:11]1)[NH:20][C:21](=[O:22])[O:23][CH2:24][c:25]1[cH:26][cH:27][cH:28][cH:29][cH:30]1)=[O:31].[CH3:32][OH:33].[CH3:34][c:35]1[cH:36][cH:37][cH:38][cH:39][cH:40]1>>[CH3:1][O:2][C:3]([CH:4]([CH2:5][c:6]1[cH:7][n:8][c:9]([O:12][CH2:13][c:14]2[cH:15][cH:16][cH:17][cH:18][cH:19]2)[cH:10][cH:11]1)[NH:20][C:21](=[O:22])[O:23][CH2:24][c:25]1[cH:26][cH:27][cH:28][cH:29][cH:30]1)=[O:31]. Starting materials: CSC1=CC=2C=NC=NC2C2=C1N=CN2 (4-methylthioimidazo[4,5-h]quinazoline), BrC=1C=C(N)C=CC1 (3-bromoaniline), Cl.BrC=1C=C(N)C=CC1 (3-bromoaniline hydrochloride). The solvent is CN1C(CCC1)=O (N-methylpyrrolidone). Conditions: temperature 120 celsius. The product is Cl.BrC=1C=C(NC2=CC=3C=NC=NC3C3=C2N=CN3)C=CC1 (4-(3-bromoanilino)imidazo[4,5-h]quinazoline hydrochloride). The yield is 61.1%. RXN SMILES: CS[C:3]1[C:12]2[N:13]=[CH:14][NH:15][C:11]=2[C:10]2[N:9]=[CH:8][N:7]=[CH:6][C:5]=2[CH:4]=1.[Br:16][C:17]1[CH:18]=[C:19]([CH:21]=[CH:22][CH:23]=1)[NH2:20].[ClH:24].BrC1C=C(C=CC=1)N>CN1CCCC1=O>[ClH:24].[Br:16][C:17]1[CH:18]=[C:19]([CH:21]=[CH:22][CH:23]=1)[NH:20][C:3]1[C:12]2[N:13]=[CH:14][NH:15][C:11]=2[C:10]2[N:9]=[CH:8][N:7]=[CH:6][C:5]=2[CH:4]=1 |f:2.3,5.6|. Procedure details: A mixture of 4-methylthioimidazo[4,5-h]quinazoline (0.216 g, 1 mmol), 3-bromoaniline (0.25 g, 1.5 mmol), and 3-bromoaniline hydrochloride (0.31 g, 1.5 mmol) in N-methylpyrrolidone (50 mL) is heated 120° C. for 2 h. The solvent is removed under vacuum and the residue is triturated with EtOH to give a solid which is recrystallized from MeOH to give 4-(3-bromoanilino)imidazo[4,5-h]quinazoline hydrochloride (0.23 g, 61%). 1H NMR (DMSO) δ11.11 (1H, brs), 8.93 (2H, s), 8.66 (1H, d, J=9.0 Hz), 8.11 (1H... The reactants are [I-].[K+] (Potassium iodide), BrCC(=O)OC(C)(C)C (tert-butyl bromoacetate), [OH-].[K+] (Potassium hydroxide), C1=CC=NC(=C1)NC2=CC=CC=N2 (2,2′-dipyridylamine). Run in CS(=O)C (DMSO). Reaction conditions: time 16 hour. Yields the product N1=C(C=CC=C1)N(CC(=O)OC(C)(C)C)C1=NC=CC=C1 (Tert-butyl 2-(di(pyridine-2-yl)amino)acetate), crude product. RXN SMILES: [OH-].[K+].[CH:3]1[CH:8]=[C:7]([NH:9][C:10]2[N:15]=[CH:14][CH:13]=[CH:12][CH:11]=2)[N:6]=[CH:5][CH:4]=1.[I-].[K+].Br[CH2:19][C:20]([O:22][C:23]([CH3:26])([CH3:25])[CH3:24])=[O:21]>CS(C)=O>[N:15]1[CH:14]=[CH:13][CH:12]=[CH:11][C:10]=1[N:9]([C:7]1[CH:8]=[CH:3][CH:4]=[CH:5][N:6]=1)[CH2:19][C:20]([O:22][C:23]([CH3:26])([CH3:25])[CH3:24])=[O:21] |f:0.1,3.4|. Reported procedure: Tert-butyl 2-(di(pyridine-2-yl)amino)acetate was prepared with modification to Kirin et al., 2007, J. Inorg. Chem., 3686-3694, the entire contents of which are incorporated herein by reference. Potassium hydroxide (3.0 g, 53.6 mmol, 4.6 equiv) was added to a solution of 2,2′-dipyridylamine (2.0 g, 11.7 mmol) in 40 ml DMSO and stirred at room temperature for 16 hours (h). Potassium iodide (200 mg, 1.2 mmol, 0.1 equiv) and tert-butyl bromoacetate (4 ml, 2.3 equiv) were added to the mixture, and th...